This data is from the Open Reaction Database (ORD), a public repository of structured organic reaction records. The task is: describe an organic reaction: reactants, conditions, products, and yield Starting materials: C1C(O1)CO (Glycidol), C(C(=C)C)(=O)N=C=O (methacryloyl isocyanate). Solvent: C(Cl)(Cl)Cl (chloroform), ClCCCl (1,2-dichloroethane), C(Cl)(Cl)Cl (chloroform), ClCCCl (1,2-dichloroethane). Yields the product C(C(=C)C)(=O)NC(OCC1CO1)=O (glycidyl N-methacryloylcarbamate). The yield is 99.9%. Reaction SMILES: [CH2:1]1[O:3][CH:2]1[CH2:4][OH:5].[C:6]([N:11]=[C:12]=[O:13])(=[O:10])[C:7]([CH3:9])=[CH2:8]>C(Cl)(Cl)Cl.ClCCCl>[C:6]([NH:11][C:12](=[O:13])[O:5][CH2:4][CH:2]1[O:3][CH2:1]1)(=[O:10])[C:7]([CH3:9])=[CH2:8]. Procedure: Glycidol (2.13 g; 28.8 mmol) was dissolved in dry chloroform (20 ml) under ice-cooling, and a solution of methacryloyl isocyanate (3.2 g; 28.8 mmol) in 1,2-dichloroethane (20 ml) was dropwise added thereto under nitrogen stream. After completion of the addition, chloroform and 1,2-dichloroethane were evaporated under reduced pressure to give glycidyl N-methacryloylcarbamate (5.33 g) as a viscous, colorless oil. Viscosity, 3260 cp. Reactants: O=S(=O)(Oc1cccc2c1CC(N(Cc1ccccc1)Cc1ccccc1)CO2)C(F)(F)F, [K+], [K+], [K+], C1COCCO1, O=P([O-])([O-])[O-], OB(O)c1ccncc1. The product is c1ccc(CN(Cc2ccccc2)C2COc3cccc(-c4ccncc4)c3C2)cc1. Reaction SMILES: [F:1][C:2]([F:3])([F:4])[S:5]([O:6][c:7]1[c:8]2[c:13]([cH:14][cH:15][cH:16]1)[O:12][CH2:11][CH:10]([N:17]([CH2:18][c:19]1[cH:20][cH:21][cH:22][cH:23][cH:24]1)[CH2:25][c:26]1[cH:27][cH:28][cH:29][cH:30][cH:31]1)[CH2:9]2)(=[O:32])=[O:33].[K+:48].[K+:49].[K+:50].[O:51]1[CH2:52][CH2:53][O:54][CH2:55][CH2:56]1.[P:43]([O-:44])([O-:45])([O-:46])=[O:47].[n:34]1[cH:35][cH:36][c:37]([B:40]([OH:41])[OH:42])[cH:38][cH:39]1>>[c:7]1(-[c:37]2[cH:36][cH:35][n:34][cH:39][cH:38]2)[c:8]2[c:13]([cH:14][cH:15][cH:16]1)[O:12][CH2:11][CH:10]([N:17]([CH2:18][c:19]1[cH:20][cH:21][cH:22][cH:23][cH:24]1)[CH2:25][c:26]1[cH:27][cH:28][cH:29][cH:30][cH:31]1)[CH2:9]2. The reactants are N(=O)[O-].[Na+] (sodium nitrite), Br (hydrobromic acid), NC=1SC2=C(N1)C=CC(=C2)OC (2-amino-6-methoxybenzothiazole), Br (hydrobromic acid). The reagents and catalysts are [Cu]Br (copper (I) bromide). The solvent is O (water), O (water), O (water). Conditions: temperature 0 celsius, time 15 minute. Yields the product BrC=1SC2=C(N1)C=CC(=C2)OC (2-bromo-6-methoxybenzothiazole). As a reaction SMILES: N[C:2]1[S:3][C:4]2[CH:10]=[C:9]([O:11][CH3:12])[CH:8]=[CH:7][C:5]=2[N:6]=1.N([O-])=O.[Na+].[BrH:17]>O.[Cu]Br>[Br:17][C:2]1[S:3][C:4]2[CH:10]=[C:9]([O:11][CH3:12])[CH:8]=[CH:7][C:5]=2[N:6]=1 |f:1.2|. Procedure details: Slurry 2-amino-6-methoxybenzothiazole (0.255mol) in water (325mL), heat to reflux and add 48% hydrobromic acid (130mL). Maintain at reflux for 20 minutes, cool to 0° C. and add a solution of sodium nitrite (17.56g, 0.255mol) in water (90mL), maintaining a temperature of 0° C. Stir at 0° C. for 15 minutes and add by dropwise addition (while keeping cold) to a rapidly stirring mixture of copper (I) bromide (42.03g,0.293mol) in 48% hydrobromic acid (86mL) and water (225mL). Stir at room temperature... The reactants are CC1N(CCCC1)C1=C(C=C(C(=O)O)C=C1)C(F)(F)F (4-(2-Methylpiperidin-1-yl)-3-(trifluoromethyl)benzoic acid), NC(C=1C=CC(=C(C(=O)OC)C1)F)=NO (methyl 5-[amino(hydroxyimino)methyl]-2-fluorobenzoate). Yields the product FC1=C(C(=O)OC)C=C(C=C1)C1=NOC(=N1)C1=CC(=C(C=C1)N1C(CCCC1)C)C(F)(F)F (methyl 2-fluoro-5-{5-[4-(2-methylpiperidin-1-yl)-3-(trifluoromethyl)phenyl]-1,2,4-oxadiazol-3-yl}benzoate). RXN SMILES: [CH3:1][CH:2]1[CH2:7][CH2:6][CH2:5][CH2:4][N:3]1[C:8]1[CH:16]=[CH:15][C:11]([C:12](O)=O)=[CH:10][C:9]=1[C:17]([F:20])([F:19])[F:18].[NH2:21][C:22](=[N:34][OH:35])[C:23]1[CH:24]=[CH:25][C:26]([F:33])=[C:27]([CH:32]=1)[C:28]([O:30][CH3:31])=[O:29]>>[F:33][C:26]1[CH:25]=[CH:24][C:23]([C:22]2[N:21]=[C:12]([C:11]3[CH:15]=[CH:16][C:8]([N:3]4[CH2:4][CH2:5][CH2:6][CH2:7][CH:2]4[CH3:1])=[C:9]([C:17]([F:20])([F:19])[F:18])[CH:10]=3)[O:35][N:34]=2)=[CH:32][C:27]=1[C:28]([O:30][CH3:31])=[O:29]. Procedure: The title compound was prepared following procedure described for example 4, step 1, but starting from Intermediate 15 (106.09 mg; 0.50 mmol) and Intermediate 45 (106.09 mg; 0.50 mmol). The reaction mixture was filtered through a SPE NH2 column (2 g) and rinsed with ACN. The filtrate was passed through a SPE SCX column (2 g) and rinsed with ACN. After evaporation of the solvents, the crude product was purified by flash chromatography (c-hex/EtOAc: 9.5/0.5), affording the title compound. 1H NMR (... Reactants: OO (hydrogen peroxide), B(F)(F)F.CCOCC (boron trifluoride etherate), [OH-].[K+] (potassium hydroxide), FC1=CC=C(C=C1)C1C(CNCC1)OCC1=CC2=CC=CC=C2C=C1O ((3RS,4RS)-4-(4-Fluorophenyl)-3-(3-hydroxy-naphthalen-2-ylmethoxy)-piperidine), [BH4-].[Na+] (sodium borohydride), C(C1=CC=CC=C1)N1CCC(=CC1)C1=CC=C(C=C1)Br (1-benzyl-4-(4-bromo-phenyl)-1,2,3,6-tetrahydro-pyridine). The solvent is C(Cl)Cl (methylene chloride), O (water), C(OC)COC (dimethoxyethane). Reaction conditions: time 15 minute. Yields the product C(C1=CC=CC=C1)N1CC(C(CC1)C1=CC=C(C=C1)Br)O ((3RS,4RS)-1-benzyl-4-(4-bromo-phenyl)-piperidin-3-ol). The yield is 456.0%. Reaction SMILES: FC1C=CC(C2CCNCC2[O:14]CC2C(O)=CC3C(=CC=CC=3)C=2)=CC=1.[BH4-].[Na+].[CH2:29]([N:36]1[CH2:41][CH:40]=[C:39]([C:42]2[CH:47]=[CH:46][C:45]([Br:48])=[CH:44][CH:43]=2)[CH2:38][CH2:37]1)[C:30]1[CH:35]=[CH:34][CH:33]=[CH:32][CH:31]=1.B(F)(F)F.CCOCC.[OH-].[K+].OO>C(COC)OC.O.C(Cl)Cl>[CH2:29]([N:36]1[CH2:37][CH2:38][CH:39]([C:42]2[CH:43]=[CH:44][C:45]([Br:48])=[CH:46][CH:47]=2)[CH:40]([OH:14])[CH2:41]1)[C:30]1[CH:31]=[CH:32][CH:33]=[CH:34][CH:35]=1 |f:1.2,4.5,6.7|. Procedure: 1 6.9 g of sodium borohydride were added to a solution of 51.1 g (0.156 mol) of 1-benzyl-4-(4-bromo-phenyl)-1,2,3,6-tetrahydro-pyridine in 350 ml of dimethoxyethane and the reaction mixture was stirred at room temperature for 15 minutes. Thereafter, 95.2 ml of boron trifluoride etherate were added dropwise at 25-30° C. during 30 minutes, the reaction mixture was subsequently stirred at room temperature for 2 hours. Thereafter, firstly a solution of 98.4 g of potassium hydroxide in 530 ml of wate... The reactants are C(=O)C1=CC=C(C=C1)B(O)O ((4-formylphenyl)boronic acid), O (H2O), C(C)OC(CBr)=O (ethylbromoacetate), C([O-])([O-])=O.[K+].[K+] (potassium carbonate). Reagents/catalysts: C=1C=CC(=CC1)/C=C/C(=O)/C=C/C2=CC=CC=C2.C=1C=CC(=CC1)/C=C/C(=O)/C=C/C2=CC=CC=C2.C=1C=CC(=CC1)/C=C/C(=O)/C=C/C2=CC=CC=C2.[Pd].[Pd] (Pd2(dba)3), C1(=CC=CC2=CC=CC=C12)P(C1=CC=CC2=CC=CC=C12)C1=CC=CC2=CC=CC=C12 (tri-1-naphtylphosphine). Solvent: C1CCOC1 (THF). Run at temperature 65 celsius. Yields the product C(=O)C1=CC=C(C=C1)CC(=O)OCC (ethyl 2-(4-formylphenyl)acetate). The yield is 85.1%. As a reaction SMILES: [CH:1]([C:3]1[CH:8]=[CH:7][C:6](B(O)O)=[CH:5][CH:4]=1)=[O:2].[CH2:12]([O:14][C:15](=[O:18])[CH2:16]Br)[CH3:13].C(=O)([O-])[O-].[K+].[K+].O>C1C=CC(/C=C/C(/C=C/C2C=CC=CC=2)=O)=CC=1.C1C=CC(/C=C/C(/C=C/C2C=CC=CC=2)=O)=CC=1.C1C=CC(/C=C/C(/C=C/C2C=CC=CC=2)=O)=CC=1.[Pd].[Pd].C1(P(C2C3C(=CC=CC=3)C=CC=2)C2C3C(=CC=CC=3)C=CC=2)C2C(=CC=CC=2)C=CC=1.C1COCC1>[CH:1]([C:3]1[CH:8]=[CH:7][C:6]([CH2:16][C:15]([O:14][CH2:12][CH3:13])=[O:18])=[CH:5][CH:4]=1)=[O:2] |f:2.3.4,6.7.8.9.10|. Procedure details: A screw cap tube was loaded with (4-formylphenyl)boronic acid (450 mg, 3 mmol), ethylbromoacetate (0.22 mL, 2 mmol), potassium carbonate (830 mg, 6 mmol), Pd2(dba)3 (46 mg, 0.05 mmol), tri-1-naphtylphosphine (62 mg, 0.15 mmol), H2O (0.5 mL), and THF (4.5 mL). The mixture was degased with nitrogen for 5 minutes and then heated to 65° C. for 18 hours. The reaction was cooled to room temperature and diluted with ethyl acetate (50 mL) and washed with water (2×50 mL). The organic phase was filtered t... The yield is 89.0%. Procedure details: 3-Allyl-2-methylthio-6-trifluoromethyl-4(3H)-pyrimidinone (1.14 g, 4.56 mmol) was dissolved in DMF (15 ml), and 2,5-bis(trifluoromethyl)aniline (0.55 ml, 3.52 mmol) was added. Sodium hydride (60% in oil, 0.23 g, 5.75 mmol) was added with stirring under ice-cooling, followed by stirring at room temperature for 1 hour and then at 70° C. for 2.5 hours. After completion of the reaction, ether (30 ml) and saturated ammonium chloride aqueous solution (30 ml) were added to the reaction solution to sepa... Run in CCOCC (ether), CN(C)C=O (DMF). Reaction conditions: time 2.5 hour. Starting materials: [Cl-].[NH4+] (ammonium chloride), C(C=C)N1C(=NC(=CC1=O)C(F)(F)F)SC (3-Allyl-2-methylthio-6-trifluoromethyl-4(3H)-pyrimidinone), [H-].[Na+] (Sodium hydride), FC(C1=C(N)C=C(C=C1)C(F)(F)F)(F)F (2,5-bis(trifluoromethyl)aniline). As a reaction SMILES: [CH2:1]([N:4]1[C:9](=[O:10])[CH:8]=[C:7]([C:11]([F:14])([F:13])[F:12])[N:6]=[C:5]1SC)[CH:2]=[CH2:3].[F:17][C:18]([F:31])([F:30])[C:19]1[CH:25]=[CH:24][C:23]([C:26]([F:29])([F:28])[F:27])=[CH:22][C:20]=1[NH2:21].[H-].[Na+].[Cl-].[NH4+]>CN(C=O)C.CCOCC>[CH2:1]([N:4]1[C:9](=[O:10])[CH:8]=[C:7]([C:11]([F:14])([F:13])[F:12])[N:6]=[C:5]1[NH:21][C:20]1[CH:22]=[C:23]([C:26]([F:27])([F:28])[F:29])[CH:24]=[CH:25][C:19]=1[C:18]([F:17])([F:30])[F:31])[CH:2]=[CH2:3] |f:2.3,4.5|. Yields the product C(C=C)N1C(=NC(=CC1=O)C(F)(F)F)NC1=C(C=CC(=C1)C(F)(F)F)C(F)(F)F (3-allyl-2-{2,5-bis(trifluoromethyl)phenyl}amino-6-trifluoromethyl-4(3H)pyrimidinone). Starting materials: OO (H2O2), solution, [O-]Cl.[Na+] (NaClO), solution, NCC1(CCCCC1)CN (C-(1-Aminomethyl-cyclohexyl)-methylamine). Run in O (H2O), CO (MeOH). Conditions: time 45 minute. The product is C1N=NCC12CCCCC2 (2,3-Diaza-spiro[4.5]dec-2-ene). RXN SMILES: [NH2:1][CH2:2][C:3]1([CH2:9][NH2:10])[CH2:8][CH2:7][CH2:6][CH2:5][CH2:4]1.OO.[O-]Cl.[Na+]>O.CO>[CH2:2]1[C:3]2([CH2:8][CH2:7][CH2:6][CH2:5][CH2:4]2)[CH2:9][N:10]=[N:1]1 |f:2.3|. Reported procedure: C-(1-Aminomethyl-cyclohexyl)-methylamine (10.0 g) was taken up in a mixture of H2O (40 mL) and MeOH (10 mL), and cooled in an ice bath. Simultaneously, H2O2 (44.3 mL of a 30% solution, 6 equiv.) and NaClO (125.5 mL of a 10% solution, 2.4 equiv.) were added dropwise, the ice bath was removed, and the mixture was stirred for 45 min. at room temperature. Extraction with DCM, drying over Na2SO4 and evaporation under reduced pressure, yielded 8.7 g of a clear, light-yellow liquid. 1H NMR (400 MHz, CD... The reactants are O=C1CCC(=O)N1Br, COC(=O)C(Oc1ccc(C)cc1)c1ccccc1Cl, ClC(Cl)(Cl)Cl, CC(C)(C#N)N=NC(C)(C)C#N. The product is COC(=O)C(Oc1ccc(CBr)cc1)c1ccccc1Cl. RXN SMILES: [Br:21][N:22]1[C:23](=[O:24])[CH2:25][CH2:26][C:27]1=[O:28].[CH3:1][c:2]1[cH:3][cH:4][c:5]([O:6][CH:7]([C:8](=[O:9])[O:10][CH3:11])[c:12]2[c:13]([Cl:18])[cH:14][cH:15][cH:16][cH:17]2)[cH:19][cH:20]1.[Cl:41][C:42]([Cl:43])([Cl:44])[Cl:45].[N:29]#[C:30][C:31]([N:32]=[N:33][C:34]([C:35]#[N:36])([CH3:37])[CH3:38])([CH3:39])[CH3:40]>>[CH2:1]([c:2]1[cH:3][cH:4][c:5]([O:6][CH:7]([C:8](=[O:9])[O:10][CH3:11])[c:12]2[c:13]([Cl:18])[cH:14][cH:15][cH:16][cH:17]2)[cH:19][cH:20]1)[Br:21]. Reaction SMILES: [C:21]([c:22]1[cH:23][cH:24][c:25]([O:28][CH3:29])[cH:26][cH:27]1)(=[O:30])[Cl:31].[C:2]([CH3:3])([CH3:4])([CH3:5])[NH:6][CH2:7][C:8](=[O:9])[c:10]1[cH:11][c:12]([OH:17])[c:13]([OH:16])[cH:14][cH:15]1.[CH3:18][O-:19].[CH3:32][N:33]([CH3:34])[CH:35]=[O:36].[ClH:1].[Na+:20]>>[C:2]([CH3:3])([CH3:4])([CH3:5])[NH:6][CH2:7][C:8](=[O:9])[c:10]1[cH:11][c:12]([OH:17])[c:13]([O:16][C:21]([c:22]2[cH:23][cH:24][c:25]([O:28][CH3:29])[cH:26][cH:27]2)=[O:30])[cH:14][cH:15]1.[ClH:31]. Yields the product COc1ccc(C(=O)Oc2ccc(C(=O)CNC(C)(C)C)cc2O)cc1, Cl. Starting materials: COc1ccc(C(=O)Cl)cc1, CC(C)(C)NCC(=O)c1ccc(O)c(O)c1, C[O-], CN(C)C=O, Cl, [Na+].